This data is from the Open Reaction Database (ORD), a public repository of structured organic reaction records. The task is: describe an organic reaction: reactants, conditions, products, and yield Starting materials: FC1=CC=C(C=C1)NC(NC=1SC=C(N1)C(C(=O)OCC)=O)=S (ethyl 2-(3-p-fluorophenylthioureido)thiazol-4-ylglyoxylate), S1C(=S)N(C(=O)C1)CC(=O)O (rhodanine-3-acetic acid), [Cl-].[NH4+] (ammonium chloride), N (ammonia). The solvent is C(C)O (ethanol). Product: C(C)OC(=O)C(C=1N=C(SC1)NC(=S)NC1=CC=C(C=C1)F)=C1C(N(C(S1)=S)CC(=O)O)=O (5-{1-Ethoxycarbonyl-1-[2-(3-p-fluorophenylthioureido)-thiazol-4-yl]methylene}rhodanine-3-acetic acid). RXN SMILES: [F:1][C:2]1[CH:7]=[CH:6][C:5]([NH:8][C:9](=[S:23])[NH:10][C:11]2[S:12][CH:13]=[C:14]([C:16](=O)[C:17]([O:19][CH2:20][CH3:21])=[O:18])[N:15]=2)=[CH:4][CH:3]=1.[S:24]1[CH2:30][C:28](=[O:29])[N:27]([CH2:31][C:32]([OH:34])=[O:33])[C:25]1=[S:26].[Cl-].[NH4+].N>C(O)C>[CH2:20]([O:19][C:17]([C:16](=[C:30]1[S:24][C:25](=[S:26])[N:27]([CH2:31][C:32]([OH:34])=[O:33])[C:28]1=[O:29])[C:14]1[N:15]=[C:11]([NH:10][C:9]([NH:8][C:5]2[CH:6]=[CH:7][C:2]([F:1])=[CH:3][CH:4]=2)=[S:23])[S:12][CH:13]=1)=[O:18])[CH3:21] |f:2.3|. Reported procedure: Following a procedure similar to that described in Example 1, the desired compound was prepared from 550 mg of ethyl 2-(3-p-fluorophenylthioureido)thiazol-4-ylglyoxylate, 29 mg of rhodanine-3-acetic acid, 150 mg of ammonium chloride, 0.15 ml of 28% v/v aqueous ammonia and 10 ml of ethanol. The resulting product was in the form of yellow acicular crystals having the following physical properties. Starting materials: Cl (HCl), O1CCOCC1 (1,4-dioxane), C(#N)C=C1CN(C1)C(=O)OC(C)(C)C (tert-Butyl 3-(cyanomethylene)azetidine-1-carboxylate), C(C)(C)N(CC)C(C)C (diisopropylethyl amine), C(C)S(=O)(=O)Cl (ethanesulfonyl chloride). Run in C1CCOC1 (THF), C1CCOC1 (THF), CCCCCCC (heptane), CCCCCCC (heptane), CCOC(=O)C (EtOAc), CCOC(=O)C (EtOAc). Run at time 18 hour. Yields the product C(C)S(=O)(=O)N1CC(C1)=CC#N (2-(1-(Ethylsulfonyl)azetidin-3-ylidene)acetonitrile), ClC1(CN(C1)S(=O)(=O)CC)CC#N (2-(3-chloro-1-(ethylsulfonyl)azetidin-3-yl)acetonitrile). Isolated yield 68.0%. As a reaction SMILES: [C:1]([CH:3]=[C:4]1[CH2:7][N:6](C(OC(C)(C)C)=O)[CH2:5]1)#[N:2].[ClH:15].O1CCOCC1.C(N(C(C)C)CC)(C)C.[CH2:31]([S:33](Cl)(=[O:35])=[O:34])[CH3:32]>CCCCCCC.CCOC(C)=O.C1COCC1>[CH2:31]([S:33]([N:6]1[CH2:5][C:4](=[CH:3][C:1]#[N:2])[CH2:7]1)(=[O:35])=[O:34])[CH3:32].[Cl:15][C:4]1([CH2:3][C:1]#[N:2])[CH2:5][N:6]([S:33]([CH2:31][CH3:32])(=[O:35])=[O:34])[CH2:7]1. Procedure: tert-Butyl 3-(cyanomethylene)azetidine-1-carboxylate (2, 82 g, 0.42 mol) was added to THF (850 mL) and the resulting solution was cooled to 0° C. before a 4 M HCl solution in 1,4-dioxane (850 mL, 3.38 mol, 8.0 equiv) was added over 1 h while keeping the temperature<5° C. The resulting reaction mixture was slowly warmed to room temperature and stirred at room temperature for 18 h. When the reaction was deemed complete, the reaction mixture was concentrated under reduced pressure and the residue w... Starting materials: CC(=O)O[BH-](OC(C)=O)OC(C)=O, CC(=O)O, Clc1ccc2c(c1)CNCc1nnc(C3CCN(c4ncccn4)CC3)n1-2, ClCCl, N, [Na+], O=Cc1ccccn1. Yields the product Clc1ccc2c(c1)CN(Cc1ccccn1)Cc1nnc(C3CCN(c4ncccn4)CC3)n1-2. Reaction SMILES: [C:1]([O:2][BH-:3]([O:4][C:5](=[O:6])[CH3:7])[O:8][C:9](=[O:10])[CH3:11])(=[O:12])[CH3:13].[CH3:54][C:55](=[O:56])[OH:57].[Cl:15][c:16]1[cH:17][c:18]2[c:19]([cH:40][cH:41]1)-[n:20]1[c:21]([CH:28]3[CH2:29][CH2:30][N:31]([c:34]4[n:35][cH:36][cH:37][cH:38][n:39]4)[CH2:32][CH2:33]3)[n:22][n:23][c:24]1[CH2:25][NH:26][CH2:27]2.[Cl:51][CH2:52][Cl:53].[NH3:50].[Na+:14].[n:42]1[c:43]([CH:48]=[O:49])[cH:44][cH:45][cH:46][cH:47]1>>[Cl:15][c:16]1[cH:17][c:18]2[c:19]([cH:40][cH:41]1)-[n:20]1[c:21]([CH:28]3[CH2:29][CH2:30][N:31]([c:34]4[n:35][cH:36][cH:37][cH:38][n:39]4)[CH2:32][CH2:33]3)[n:22][n:23][c:24]1[CH2:25][N:26]([CH2:48][c:43]1[n:42][cH:47][cH:46][cH:45][cH:44]1)[CH2:27]2. The reactants are CC(=O)O, [H][H], Cc1ccc(C(C)C(=O)O)c(O)c1, CCOC(=O)Nc1ccccc1. The product is Cc1ccc(C(C)C(=O)O)cc1. Reaction SMILES: [CH3:28][C:29](=[O:30])[OH:31].[H:26][H:27].[OH:13][c:14]1[c:15]([CH:16]([C:17](=[O:18])[OH:19])[CH3:20])[cH:21][cH:22][c:23]([CH3:25])[cH:24]1.[c:1]1([NH:2][C:3]([O:4][CH2:5][CH3:6])=[O:7])[cH:8][cH:9][cH:10][cH:11][cH:12]1>>[cH:14]1[c:15]([CH:16]([C:17](=[O:18])[OH:19])[CH3:20])[cH:21][cH:22][c:23]([CH3:25])[cH:24]1. Starting materials: ice water, C(#N)[S-].[K+] (KSCN), CN1C=CC=C1 (1-methylpyrrole), BrBr (Br2). Solvent: CO (methanol). Reaction conditions: temperature -78 celsius, time 7.5 minute. Yields the product CN1C=CC=C1SC#N (1-methyl-5-cyanothiopyrrole). The yield is 93.2%. Reaction SMILES: [C:1]([S-:3])#[N:2].[K+].BrBr.[CH3:7][N:8]1[CH:12]=[CH:11][CH:10]=[CH:9]1>CO>[CH3:7][N:8]1[C:12]([S:3][C:1]#[N:2])=[CH:11][CH:10]=[CH:9]1 |f:0.1|. Procedure details: Under nitrogen atmosphere, to a mixture of 25.08 g of KSCN (0.125 mole) in 60 ml dry methanol chilled to -78° C. was added dropwise 20 g of Br2 (in 40 ml methanol). The resulting yellow solution was stirred for 5-10 minutes and 10.1 g (0.125 mole) of the 1-methylpyrrole added in one portion. The mixture was allowed to warm to ambient temperature and stirred for one hour. The mixture was poured into 600 ml of ice-water, extracted 2 times with 300 ml CH2Cl2. The CH2Cl2 extract was dried and concen... The reactants are ClC1=C(C=CC(=C1)OC)C1=NC=CC=C1C (2-(2-chloro-4-methoxyphenyl)-3-methylpyridine), C(C)OCC (Diethyl ether), CCO/C(=N\OS(=O)(=O)C1=C(C=C(C=C1C)C)C)/C (ethyl O-mesitylsulfonylacetohydroxamate), HClO4, ice H2O. The solvent is C(Cl)Cl (CH2Cl2), O1CCOCC1 (dioxane). Reaction conditions: temperature 0 celsius, time 2 hour. Product: CC1=C(C(=CC(=C1)C)C)S(=O)(=O)[O-].N[N+]1=C(C(=CC=C1)C)C1=C(C=C(C=C1)OC)Cl (1-amino-2-(2-chloro-4-methoxyphenyl)-3-methylpyridinium 2,4,6-trimethylbenzenesulfonate). The yield is 138.2%. As a reaction SMILES: CCO/C(/C)=[N:5]\[O:6][S:7]([C:10]1[C:15]([CH3:16])=[CH:14][C:13]([CH3:17])=[CH:12][C:11]=1[CH3:18])(=[O:9])=[O:8].[Cl:20][C:21]1[CH:26]=[C:25]([O:27][CH3:28])[CH:24]=[CH:23][C:22]=1[C:29]1[C:34]([CH3:35])=[CH:33][CH:32]=[CH:31][N:30]=1.C(OCC)C>O1CCOCC1.C(Cl)Cl>[CH3:16][C:15]1[CH:14]=[C:13]([CH3:17])[CH:12]=[C:11]([CH3:18])[C:10]=1[S:7]([O-:9])(=[O:8])=[O:6].[NH2:5][N+:30]1[CH:31]=[CH:32][CH:33]=[C:34]([CH3:35])[C:29]=1[C:22]1[CH:23]=[CH:24][C:25]([O:27][CH3:28])=[CH:26][C:21]=1[Cl:20] |f:5.6|. Procedure: A 0° C. solution of ethyl O-mesitylsulfonylacetohydroxamate (4.68 g, 16.4 mmol) in dioxane (10 mL) was treated with HClO4 (1.8 mL, 20.8 mmol) dropwise over 25 minutes. The reaction was stirred at 0° C. for two hours then poured into ice H2O and stirred vigorously for 30 minutes. The mixture was filtered and the filter cake dissolved in CH2Cl2. The CH2Cl2 solution was washed with cold H2O and passed through a plug of anhydrous K2CO3 directly into a flask containing a 0° C. solution of 2-(2-chloro... The reactants are CC(C)(C)[O-], CSc1ncnc2cn[nH]c12, CN(C)C=O, O=[N+]([O-])c1ccc(F)cc1, [K+], O. The product is CSc1ncnc2cn(-c3ccc([N+](=O)[O-])cc3)nc12. RXN SMILES: [CH3:12][C:13]([CH3:14])([O-:15])[CH3:16].[CH3:1][S:2][c:3]1[c:4]2[c:5]([n:6][cH:7][n:8]1)[cH:9][n:10][nH:11]2.[CH3:29][N:30]([CH3:31])[CH:32]=[O:33].[F:18][c:19]1[cH:20][cH:21][c:22]([N+:25](=[O:26])[O-:27])[cH:23][cH:24]1.[K+:17].[OH2:28]>>[CH3:1][S:2][c:3]1[c:4]2[c:5]([n:6][cH:7][n:8]1)[cH:9][n:10](-[c:19]1[cH:20][cH:21][c:22]([N+:25](=[O:26])[O-:27])[cH:23][cH:24]1)[n:11]2.